From a dataset of the Open Reaction Database (ORD), a public repository of structured organic reaction records. describe an organic reaction: reactants, conditions, products, and yield As a reaction SMILES: [F:1][C:2]([F:36])([F:35])[C:3]1[CH:4]=[C:5]([C:13]([CH3:34])([CH3:33])[C:14]([N:16]([C:18]2[CH:19]=[N:20][C:21](Cl)=[CH:22][C:23]=2[C:24]2[CH:29]=[CH:28][C:27]([F:30])=[CH:26][C:25]=2[Cl:31])[CH3:17])=[O:15])[CH:6]=[C:7]([C:9]([F:12])([F:11])[F:10])[CH:8]=1.[CH3:37][C:38]([Si:41]([CH3:55])([CH3:54])[O:42][CH2:43][C@@H:44]1[CH2:53][N:52]2[C@H:47]([CH2:48][O:49][CH2:50][CH2:51]2)[CH2:46][NH:45]1)([CH3:40])[CH3:39].CC(C)([O-])C.[Na+].C1(P(C2CCCCC2)C2C=CC=CC=2C2C=CC=CC=2N(C)C)CCCCC1>C1(C)C=CC=CC=1.CCOC(C)=O>[F:10][C:9]([F:12])([F:11])[C:7]1[CH:6]=[C:5]([C:13]([CH3:33])([CH3:34])[C:14]([N:16]([C:18]2[CH:19]=[N:20][C:21]([N:45]3[C@H:44]([CH2:43][O:42][Si:41]([C:38]([CH3:40])([CH3:39])[CH3:37])([CH3:54])[CH3:55])[CH2:53][N:52]4[C@H:47]([CH2:48][O:49][CH2:50][CH2:51]4)[CH2:46]3)=[CH:22][C:23]=2[C:24]2[CH:29]=[CH:28][C:27]([F:30])=[CH:26][C:25]=2[Cl:31])[CH3:17])=[O:15])[CH:4]=[C:3]([C:2]([F:1])([F:36])[F:35])[CH:8]=1 |f:2.3|. Reported procedure: 2-[3,5-bis(trifluoromethyl)phenyl]-N-[6-chloro-4-(2-chloro-4-fluorophenyl)-3-pyridinyl]-N,2-dimethylpropanamide (D57, 60 mg, 0.11 mmol),), (7S,9aS)-7-({[(1,1-dimethylethyl)(dimethyl)silyl]oxy}methyl)octahydropyrazino[2,1-c][1,4]oxazine (D51, 37 mg, 0.13 mmol), sodium t-Butoxide (13 mg, 00.1375 mmol) were degassed together in toluene (1.2 mL) for 10 minutes before adding bis(dibenzyleneacetone) palladium (6 mg, 0.011 mmol) and 2-dicyclohexylphosphino-2′-(N,N-dimethylamino)biphenyl (11 mg, 0.0275 ... Starting materials: FC(C=1C=C(C=C(C1)C(F)(F)F)C(C(=O)N(C)C=1C=NC(=CC1C1=C(C=C(C=C1)F)Cl)Cl)(C)C)(F)F (2-[3,5-bis(trifluoromethyl)phenyl]-N-[6-chloro-4-(2-chloro-4-fluorophenyl)-3-pyridinyl]-N,2-dimethylpropanamide), CC(C)(C)[Si](OC[C@H]1NC[C@H]2COCCN2C1)(C)C ((7S,9aS)-7-({[(1,1-dimethylethyl)(dimethyl)silyl]oxy}methyl)octahydropyrazino[2,1-c][1,4]oxazine), CC(C)([O-])C.[Na+] (sodium t-Butoxide), bis(dibenzyleneacetone) palladium, C1(CCCCC1)P(C1=C(C=CC=C1)C1=C(C=CC=C1)N(C)C)C1CCCCC1 (2-dicyclohexylphosphino-2′-(N,N-dimethylamino)biphenyl), bis(dibenzyleneacetone) palladium, C1(CCCCC1)P(C1=C(C=CC=C1)C1=C(C=CC=C1)N(C)C)C1CCCCC1 (2-dicyclohexylphosphino-2′-(N,N-dimethylamino)biphenyl). Run in CCOC(=O)C (EtOAc), C1(=CC=CC=C1)C (toluene). Product: FC(C=1C=C(C=C(C1)C(F)(F)F)C(C(=O)N(C)C=1C=NC(=CC1C1=C(C=C(C=C1)F)Cl)N1C[C@H]2COCCN2C[C@H]1CO[Si](C)(C)C(C)(C)C)(C)C)(F)F (2-[3,5-bis(trifluoromethyl)phenyl]-N-{4-(2-chloro-4-fluorophenyl)-6-[(7S,9aS)-7-({[(1,1-dimethylethyl)(dimethyl)silyl]oxy}methyl)hexahydropyrazino[2,1-c][1,4]oxazin-8(1H)-yl]-3-pyridinyl}-N,2-dimethylpropanamide). Run at temperature 100 celsius. Yield: 25.0%. The reactants are CN1C2SC(SC2NCC1)=C1C(CC(CC1=O)(C)C)=O (2-[2-methyl-2,5-diaza-7,9-dithiabicyclo-(4.3.0)-nonane-8-yliden]-5,5-dimethyl-1,3-cyclohexanedione), Cl (hydrogen chloride). Run in CC(=O)C (acetone). Yields the product Cl.Cl.CN1C2SC(SC2NCC1)=C1C(CC(CC1=O)(C)C)=O (2-[2-methyl-2,5-diaza-7,9-dithiabicyclo-(4,3,0)-nonane-8-ylidene]-5,5-dimethyl-1,3-cyclohexanedione dihydrochloride salt). RXN SMILES: [CH3:1][N:2]1[CH2:10][CH2:9][NH:8][CH:7]2[CH:3]1[S:4][C:5](=[C:11]1[C:16](=[O:17])[CH2:15][C:14]([CH3:19])([CH3:18])[CH2:13][C:12]1=[O:20])[S:6]2.[ClH:21]>CC(C)=O>[ClH:21].[ClH:21].[CH3:1][N:2]1[CH2:10][CH2:9][NH:8][CH:7]2[CH:3]1[S:4][C:5](=[C:11]1[C:16](=[O:17])[CH2:15][C:14]([CH3:18])([CH3:19])[CH2:13][C:12]1=[O:20])[S:6]2 |f:3.4.5|. Procedure: Into a solution of 1.0 g (0.0032 mole) of 2-[2-methyl-2,5-diaza-7,9-dithiabicyclo-(4.3.0)-nonane-8-yliden]-5,5-dimethyl-1,3-cyclohexanedione i 20 ml of acetone was bubbled dry hydrogen chloride with ice-cooling. After the crystalline was precipitated, to this solution was added 20 ml of ether to crystalize further the product dissolved in acetone. Reactants: N(=O)OC(C)(C)C (Tert-butyl nitrite), C(C)OC(=O)C=1N=CN(C1)C1=CC=C(C=C1)N (1-(4-Aminophenyl)imidazole-4-carboxylic acid ethyl ester). Solvent: CN(C=O)C (dimethylformamide), [Cl-].[Na+].O (brine), CN(C=O)C (dimethylformamide). Conditions: temperature 65 celsius. Yields the product C(C)OC(=O)C=1N=CN(C1)C1=CC=CC=C1 (1-Phenylimidazole-4-carboxylic acid ethyl ester). Isolated yield 69.4%. Reaction SMILES: N(OC(C)(C)C)=O.[CH2:8]([O:10][C:11]([C:13]1[N:14]=[CH:15][N:16]([C:18]2[CH:23]=[CH:22][C:21](N)=[CH:20][CH:19]=2)[CH:17]=1)=[O:12])[CH3:9]>CN(C)C=O.[Cl-].[Na+].O>[CH2:8]([O:10][C:11]([C:13]1[N:14]=[CH:15][N:16]([C:18]2[CH:23]=[CH:22][CH:21]=[CH:20][CH:19]=2)[CH:17]=1)=[O:12])[CH3:9] |f:3.4.5|. Procedure details: Tert-butyl nitrite (535 mg, 5.19 mmol) in dry dimethylformamide (15 ml) was heated to 65° C. under nitrogen and then 1-(4-aminophenyl)imidazole-4-carboxylic acid ethyl ester (see part (ii)) (800 mg, 3.463 mmol) in dry dimethylformamide (5 ml) was added over 10 minutes. The mixture was heated at 65° C. for a further 20 minutes and then cooled to room temperature. The mixture was poured into saturated brine (50 ml) and extracted with dichloromethane (3×20 ml). The combined organic layers were drie... Reactants: C(C)OC(C(C(=O)OCC)N=C(C1=C(C=CC(=C1)C)OC(C)=O)C1=CC=C(C=C1)Cl)=O ({[2-acetoxy-5-methyl-α-(4-chlorophenyl)benzyliden]-amino}malonic acid diethyl ester), ClC1=CC=C(C=C1)C(C1=C(C=CC(=C1)C)O)=O (4'-chloro-2-hydroxy-5-methyl-benzophenone), ClC1=CC=C(C=C1)C(C1=C(C=CC(=C1)C)O)=N (4'-chloro-2-hydroxy-5-methyl-benzophenone imine). Product: C(C)OC(=O)C=1NC(=C2C=C(C=CC12)C)C1=CC=C(C=C1)Cl (3-(4-chlorophenyl)-5-methyl-isoindole-1-carboxylic acid ethyl ester). As a reaction SMILES: C(OC(=O)[CH:5]([N:11]=[C:12]([C:24]1[CH:29]=[CH:28][C:27]([Cl:30])=[CH:26][CH:25]=1)[C:13]1[CH:18]=[C:17]([CH3:19])[CH:16]=[CH:15][C:14]=1OC(=O)C)[C:6]([O:8][CH2:9][CH3:10])=[O:7])C.ClC1C=CC(C(=O)C2C=C(C)C=CC=2O)=CC=1.ClC1C=CC(C(=N)C2C=C(C)C=CC=2O)=CC=1>>[CH2:9]([O:8][C:6]([C:5]1[NH:11][C:12]([C:24]2[CH:25]=[CH:26][C:27]([Cl:30])=[CH:28][CH:29]=2)=[C:13]2[C:14]=1[CH:15]=[CH:16][C:17]([CH3:19])=[CH:18]2)=[O:7])[CH3:10]. Procedure: The starting material, {[2-acetoxy-5-methyl-α-(4-chlorophenyl)benzyliden]-amino}malonic acid diethyl ester (colorless crystals from heptane, melting point 82°-84° C.), can be prepared as described in Example 1 from 4'-chloro-2-hydroxy-5-methyl-benzophenone via 4'-chloro-2-hydroxy-5-methyl-benzophenone imine (orange crystals from ethanol, melting point 134°-136° C.).